describe an organic reaction: reactants, conditions, products, and yield From a dataset of the Open Reaction Database (ORD), a public repository of structured organic reaction records. Starting materials: Cl (HCl), CC1=NC(=C2C(N1)=CC(=N2)C2=CC=CC=C2)N (2-methyl-4-amino-6-phenylpyrrolo[3,2-d]pyrimidine), ClC(CCC)C1OCCO1 (2-(1-chlorobutyl)-1,3-dioxolane), N(C(C)C)(C(C)C)CC (iso-Pr2NEt). Solvent: C1(=CC=CC=C1)C.CN(C)C=O (toluene DMF), C(Cl)Cl.CCOC(=O)C (CH2Cl2 EtOAc). The product is Cl.O1C(OCC1)CCCCN1C(=CC=2N=C(N=C(C21)N)C)C2=CC=CC=C2 (5-(4-(1,3-Dioxolan-2-yl)butyl)-2-methyl-6-phenyl pyrrolo[3,2-d]pyrimidine-4-ylamine Hydrochloride). Isolated yield 21.3%. RXN SMILES: [CH3:1][C:2]1[NH:7][C:6]2=[CH:8][C:9]([C:11]3[CH:16]=[CH:15][CH:14]=[CH:13][CH:12]=3)=[N:10][C:5]2=[C:4]([NH2:17])[N:3]=1.[Cl:18][CH:19]([CH:23]1[O:27][CH2:26][CH2:25][O:24]1)[CH2:20][CH2:21][CH3:22].N(CC)(C(C)C)C(C)C.Cl>C1(C)C=CC=CC=1.CN(C=O)C.C(Cl)Cl.CCOC(C)=O>[ClH:18].[O:24]1[CH2:25][CH2:26][O:27][CH:23]1[CH2:19][CH2:20][CH2:21][CH2:22][N:10]1[C:5]2[C:4]([NH2:17])=[N:3][C:2]([CH3:1])=[N:7][C:6]=2[CH:8]=[C:9]1[C:11]1[CH:16]=[CH:15][CH:14]=[CH:13][CH:12]=1 |f:4.5,6.7,8.9|. Reported procedure: A solution of 2-methyl-4-amino-6-phenylpyrrolo[3,2-d]pyrimidine (Example 22) (0.079 g, 0.35 mmol), 2-(1-chlorobutyl)-1,3-dioxolane (Fluka Chemika) (0.14 g, 0.85 mmol), and iso-Pr2NEt (0.3 mL, 1.7 mmol) in toluene/DMF (2.5:1.0 mL) was heated at reflux for 6 days. The mixture was allowed to cool to room temperature and purified by flash chromatography on silica gel with 5% NH3 (2N in MeOH) 5% MeOH in CH2Cl2 to afford the product. The product was dissolved in CH2Cl2/EtOAc (1:1) and the solution was... Starting materials: C(CCC)(=S)N (thiobutyramide), C(=O)C(C(=O)OCC)Cl (ethyl 2-formyl-2-chloro-acetate), C([O-])([O-])=O.[Mg+2] (magnesium carbonate). The solvent is O1CCOCC1 (dioxane). Reaction conditions: temperature 60 celsius. Product: C(CC)C=1SC(=CN1)C(=O)OCC (ethyl 2-n-propylthiazol-5-carboxylate). Isolated yield 79.5%. RXN SMILES: [C:1]([NH2:6])(=[S:5])[CH2:2][CH2:3][CH3:4].[CH:7]([CH:9](Cl)[C:10]([O:12][CH2:13][CH3:14])=[O:11])=O.C(=O)([O-])[O-].[Mg+2]>O1CCOCC1>[CH2:2]([C:1]1[S:5][C:9]([C:10]([O:12][CH2:13][CH3:14])=[O:11])=[CH:7][N:6]=1)[CH2:3][CH3:4] |f:2.3|. Reported procedure: A mixture of 38 g of thiobutyramide, 54.2 g of ethyl 2-formyl-2-chloro-acetate, 185 ml of dioxane and 22 g of magnesium carbonate was heated for 4 hours at 60°C and the precipitate formed was removed by filtration. The dioxane was distilled from the filtrate and the residue was taken up in 665 ml of a 1-1 ethyl ether-water mixture. The ether phase was recovered by decantation and was washed with aqueous 10% hydrochloric acid solution and then with water until the wash waters were neutral, dried ... The reactants are CC(CCC(O)O[SiH](C)C)C1CC=C2C3=C(CCC21C)C1(C)CCC(C(C)(C)C)C(C)(C)C1CC3, CO, Cc1ccc(S(=O)(=O)Cl)cc1, c1ccncc1. Yields the product Cc1ccc(S(=O)(=O)OC(CCC(C)C2CC=C3C4=C(CCC32C)C2(C)CCC(C(C)(C)C)C(C)(C)C2CC4)O[SiH](C)C)cc1. Reaction SMILES: [C:1]([CH3:2])([CH3:3])([CH3:4])[CH:5]1[C:6]([CH3:34])([CH3:35])[CH:7]2[CH2:8][CH2:9][C:10]3=[C:28]([CH2:27][CH2:26][C:25]4([CH3:33])[C:11]3=[CH:12][CH2:13][CH:14]4[CH:15]([CH2:16][CH2:17][CH:18]([OH:19])[O:20][SiH:21]([CH3:22])[CH3:23])[CH3:24])[C:29]2([CH3:32])[CH2:30][CH2:31]1.[CH3:47][OH:48].[c:36]1([CH3:46])[cH:37][cH:38][c:39]([S:42](=[O:43])(=[O:44])[Cl:45])[cH:40][cH:41]1.[cH:49]1[cH:50][cH:51][n:52][cH:53][cH:54]1>>[C:1]([CH3:2])([CH3:3])([CH3:4])[CH:5]1[C:6]([CH3:34])([CH3:35])[CH:7]2[CH2:8][CH2:9][C:10]3=[C:28]([CH2:27][CH2:26][C:25]4([CH3:33])[C:11]3=[CH:12][CH2:13][CH:14]4[CH:15]([CH2:16][CH2:17][CH:18]([O:19][S:42]([c:39]3[cH:38][cH:37][c:36]([CH3:46])[cH:41][cH:40]3)(=[O:43])=[O:44])[O:20][SiH:21]([CH3:22])[CH3:23])[CH3:24])[C:29]2([CH3:32])[CH2:30][CH2:31]1. Starting materials: OOS(=O)[O-].[K+] (OXONE), O (water), CC1=NC=C(C=C1)SC1=CC2=C(NC(=N2)C2=NC=CC=C2)C=C1OC=1C=NC=CC1 (5-(2-methyl-pyridin-5-ylsulfanyl)-2-pyridin-2-yl-6-(pyridin-3-yloxy)-1H-benzimidazole). Run in O1CCCC1 (tetrahydrofuran). Run at time 8 hour. The product is CC1=C(C=NC=C1)S(=O)(=O)C1=CC2=C(NC(=N2)C2=NC=CC=C2)C=C1OC=1C=NC=CC1 (5-(4-Methyl-pyridine-3-sulfonyl)-2-pyridin-2-yl-6-(pyridin-3-yloxy)-1H-benzimidazole). Reaction SMILES: [OH:1]OS([O-])=O.[K+].[OH2:7].[CH3:8][C:9]1[CH:14]=[CH:13][C:12]([S:15][C:16]2[C:30]([O:31][C:32]3[CH:33]=[N:34][CH:35]=[CH:36][CH:37]=3)=[CH:29][C:19]3[NH:20][C:21]([C:23]4[CH:28]=[CH:27][CH:26]=[CH:25][N:24]=4)=[N:22][C:18]=3[CH:17]=2)=[CH:11][N:10]=1>O1CCCC1>[CH3:14][C:13]1[CH:8]=[CH:9][N:10]=[CH:11][C:12]=1[S:15]([C:16]1[C:30]([O:31][C:32]2[CH:33]=[N:34][CH:35]=[CH:36][CH:37]=2)=[CH:29][C:19]2[NH:20][C:21]([C:23]3[CH:28]=[CH:27][CH:26]=[CH:25][N:24]=3)=[N:22][C:18]=2[CH:17]=1)(=[O:1])=[O:7] |f:0.1|. Procedure: 92 mg of OXONE and 0.1 ml of water were added to a tetrahydrofuran (1.5 ml) solution of 42 mg of 5-(2-methyl-pyridin-5-ylsulfanyl)-2-pyridin-2-yl-6-(pyridin-3-yloxy)-1H-benzimidazole obtained in Example 13, and the reaction liquid was stirred overnight at room temperature. The solvent was evaporated away under reduced pressure, and the resulting residue was purified through reversed-phase middle-pressure liquid chromatography [ODS-AS-360-CC (by YMC), mobile phase: water-acetonitrile-0.1% trifluo... The reactants are COC=1C=C(C=O)C=C(C1OC)OC (3,4,5-trimethoxybenzaldehyde), CI (methyl iodide), N1CCCCC1 (piperidine), C(C(O)CC#N)#N (malonitrile), C(#N)CC(=S)N (cyanothioacetamide), C[O-].[Na+] (sodium methylate). Solvent: CO (methanol), CCO (EtOH). Yields the product NC1=NC(=C(C(=C1C#N)C1=CC(=C(C(=C1)OC)OC)OC)C#N)SC (2-Amino-6-methylsulfanyl-4-(3,4,5-trimethoxy-phenyl)-pyridine-3,5-dicarbonitrile). Reaction SMILES: [CH3:1][O:2][C:3]1[CH:4]=C(C=[C:9]([O:13][CH3:14])[C:10]=1[O:11][CH3:12])C=O.C(#N)C(C[C:19]#[N:20])O.[C:22]([CH2:24][C:25]([NH2:27])=[S:26])#[N:23].[NH:28]1[CH2:33][CH2:32][CH2:31][CH2:30][CH2:29]1.[CH3:34]I.C[O-].[Na+]>CCO.CO>[NH2:28][C:33]1[C:32]([C:19]#[N:20])=[C:31]([C:30]2[CH:4]=[C:3]([O:2][CH3:1])[C:10]([O:11][CH3:12])=[C:9]([O:13][CH3:14])[CH:29]=2)[C:24]([C:22]#[N:23])=[C:25]([S:26][CH3:34])[N:27]=1 |f:5.6|. Procedure details: From 3,4,5-trimethoxybenzaldehyde, malonitrile, cyanothioacetamide and piperidine in EtOH. Then treatment with methyl iodide and sodium methylate in methanol. EI-MS m/e (%): 356 (M+, 100). The reactants are C(C)(C)(C)OC(=O)N1CC(OCC1)C1=NC(=NC=C1)C(C)C (2-(2-Isopropylpyrimidin-4-yl)-morpholine-4-carboxylic acid tert-butyl ester), C(=O)(C(F)(F)F)O (TFA). Solvent: ClCCl (dichloromethane). Conditions: time 2 hour. The product is C(C)(C)C1=NC=CC(=N1)C1CNCCO1 (2-(2-isopropylpyrimidin-4-yl)-morpholine). The yield is 101.4%. RXN SMILES: C(OC([N:8]1[CH2:13][CH2:12][O:11][CH:10]([C:14]2[CH:19]=[CH:18][N:17]=[C:16]([CH:20]([CH3:22])[CH3:21])[N:15]=2)[CH2:9]1)=O)(C)(C)C.C(O)(C(F)(F)F)=O>ClCCl>[CH:20]([C:16]1[N:15]=[C:14]([CH:10]2[O:11][CH2:12][CH2:13][NH:8][CH2:9]2)[CH:19]=[CH:18][N:17]=1)([CH3:22])[CH3:21]. Reported procedure: 2-(2-Isopropylpyrimidin-4-yl)-morpholine-4-carboxylic acid tert-butyl ester (256 mg, 833 μmol) was dissolved in 5 mL of dichloromethane and TFA (2 mL) was added. The solution was stirred at room temperature for 2 h. The solvents were evaporated. The residue was extracted with dichloromethane and 1N NaOH solution. The organic layer was dried over Na2SO4 and concentrated. The residue was dried under vacuum to afford 2-(2-isopropylpyrimidin-4-yl)-morpholine (175 mg) as a colorless oil. (M+H)+=208 m...